This data is from the Open Reaction Database (ORD), a public repository of structured organic reaction records. The task is: describe an organic reaction: reactants, conditions, products, and yield Starting materials: C([O-])([O-])=O.[K+].[K+] (potassium carbonate), BrCCCBr (1,3-dibromopropane), C1(=CC=CC=C1)O (Phenol). The solvent is CC(=O)C (acetone). The product is BrCCCOC1=CC=CC=C1 ((3-Bromopropoxy)benzene). The yield is 89.9%. As a reaction SMILES: [C:1]1([OH:7])[CH:6]=[CH:5][CH:4]=[CH:3][CH:2]=1.C(=O)([O-])[O-].[K+].[K+].[Br:14][CH2:15][CH2:16][CH2:17]Br>CC(C)=O>[Br:14][CH2:15][CH2:16][CH2:17][O:7][C:1]1[CH:6]=[CH:5][CH:4]=[CH:3][CH:2]=1 |f:1.2.3|. Reported procedure: Phenol (1.0 g, 10.6 mmol) was dissolved in acetone (20 mL). Anhydrous potassium carbonate (7.34 g, 53.1 mmol) and 1,3-dibromopropane (8.58 g, 42.5 mmol) was added to the solution. The reaction mixture was refluxed in an oil bath for 12 h. After the reaction, the potassium carbonate was removed by suction filtration and solvent was removed under reduced pressure to give the crude product which was then purified by column chromatography using ethyl acetate:hexane (3:7) to give product 26 (2.05 g, ... The reactants are C(CCCCCCCCCCC=C)O (12-tridecen-1-ol), C(Br)(Br)(Br)Br (carbon tetrabromide), C1(=CC=CC=C1)P(C1=CC=CC=C1)C1=CC=CC=C1 (triphenyl phosphine). Solvent: ClCCl (dichloromethane). Run at temperature 25 celsius, time 1.5 hour. The product is C(CCCCCCCCCCC=C)Br (12-tridecenyl bromide). As a reaction SMILES: [CH2:1](O)[CH2:2][CH2:3][CH2:4][CH2:5][CH2:6][CH2:7][CH2:8][CH2:9][CH2:10][CH2:11][CH:12]=[CH2:13].C(Br)(Br)(Br)[Br:16].C1(P(C2C=CC=CC=2)C2C=CC=CC=2)C=CC=CC=1>ClCCl>[CH2:1]([Br:16])[CH2:2][CH2:3][CH2:4][CH2:5][CH2:6][CH2:7][CH2:8][CH2:9][CH2:10][CH2:11][CH:12]=[CH2:13]. Procedure: To a solution of 12-tridecen-1-ol (2.11 g, 10.7 mmol) and carbon tetrabromide (4.37 g, 13.1 mmol) in dichloromethane (15 mL) at 0° C. was added triphenyl phosphine (3.45 g, 13.1 mmol) in portions over 5 minutes. After stirring for 1.5 hours at 25° C. the solvent was evaporated and the residue extracted with hexane (3×30 mL), filtering off any solids. The solvent was evaporated to afford 12-tridecenyl bromide as a clear oil which was used without further purification. As a reaction SMILES: [CH3:1][C:2]([O:3][C:4](=[O:5])[CH3:6])=[O:7].[CH3:27][C:28]#[N:29].[OH2:30].[OH:12][c:13]1[c:14]([C:23](=[O:24])[O:25][CH3:26])[c:15]([C:16](=[O:17])[O:18][CH3:19])[cH:20][cH:21][cH:22]1.[OH:8][N+:9]([O-:10])=[O:11]>>[O-:8][N+:9](=[O:11])[c:22]1[c:13]([OH:12])[c:14]([C:23](=[O:24])[O:25][CH3:26])[c:15]([C:16](=[O:17])[O:18][CH3:19])[cH:20][cH:21]1. The product is COC(=O)c1ccc([N+](=O)[O-])c(O)c1C(=O)OC. Starting materials: CC(=O)OC(C)=O, CC#N, O, COC(=O)c1cccc(O)c1C(=O)OC, O=[N+]([O-])O. Starting materials: FC1=NC(=CC=C1[N+](=O)[O-])F (2,6-Difluoro-3-nitropyridine), C(C1=CC=CC=C1)N1CCC(CC1)NCC (1-benzyl-4-ethylaminopiperidine), C(C)#N (acetonitrile), C([O-])([O-])=O.[K+].[K+] (potassium carbonate). Run in C(C)(=O)OCC.CCCCCC (ethyl acetate hexane), O (water), C(C)(=O)OCC.CCCCCC (ethyl acetate hexane). Product: C(C1=CC=CC=C1)N1CCC(CC1)N(C1=NC(=CC=C1[N+](=O)[O-])F)CC (1-Benzyl-4-[N-ethyl-N-(6-fluoro-3-(nitro)-2-pyridinyl)amino]piperidine). As a reaction SMILES: F[C:2]1[C:7]([N+:8]([O-:10])=[O:9])=[CH:6][CH:5]=[C:4]([F:11])[N:3]=1.[CH2:12]([N:19]1[CH2:24][CH2:23][CH:22]([NH:25][CH2:26][CH3:27])[CH2:21][CH2:20]1)[C:13]1[CH:18]=[CH:17][CH:16]=[CH:15][CH:14]=1.C(#N)C.C(=O)([O-])[O-].[K+].[K+]>O.C(OCC)(=O)C.CCCCCC>[CH2:12]([N:19]1[CH2:24][CH2:23][CH:22]([N:25]([CH2:26][CH3:27])[C:2]2[C:7]([N+:8]([O-:10])=[O:9])=[CH:6][CH:5]=[C:4]([F:11])[N:3]=2)[CH2:21][CH2:20]1)[C:13]1[CH:14]=[CH:15][CH:16]=[CH:17][CH:18]=1 |f:3.4.5,7.8|. Procedure: 2,6-Difluoro-3-nitropyridine (Recl. Trav. Chim., 95, 127-156 (1976) and Tetrahedron Lett., 28, 111-114 (1987), 2.4 g, 15.0 mmol) and 1-benzyl-4-ethylaminopiperidine (EXAMPLE 11, 3.3 g, 15 mmol) are dissolved in 37.5 mmol of acetonitrile at 0°. Then solid potassium carbonate (2.49 g, 18 mmol) is added and the reaction is slowly warmed to 20°-25°. After the reaction is complete by TLC (ethyl acetate/hexane, (25/75)), it is poured into water and extracted with ethyl acetate. The organic phase is wa...